describe an organic reaction: reactants, conditions, products, and yield From a dataset of the Open Reaction Database (ORD), a public repository of structured organic reaction records. Starting materials: ClCCl, OCC1CC=CC1O, O=C(OO)c1cccc(Cl)c1. Product: OCC1CC2OC2C1O. RXN SMILES: [Cl:20][CH2:21][Cl:22].[OH:1][CH2:2][CH:3]1[CH2:4][CH:5]=[CH:6][CH:7]1[OH:8].[OH:9][O:10][C:11]([c:12]1[cH:13][c:14]([Cl:15])[cH:16][cH:17][cH:18]1)=[O:19]>>[OH:1][CH2:2][CH:3]1[CH2:4][CH:5]2[CH:6]([CH:7]1[OH:8])[O:9]2.